From a dataset of the Open Reaction Database (ORD), a public repository of structured organic reaction records. describe an organic reaction: reactants, conditions, products, and yield Reactants: [BH4-], CO, [Na+], CC(C)(C)OC(=O)C(CCO[Si](C)(C)C(C)(C)C)C(=O)CCc1ccc(-c2ccccc2)cc1. Yields the product CC(C)(C)OC(=O)C(CCO[Si](C)(C)C(C)(C)C)C(O)CCc1ccc(-c2ccccc2)cc1. As a reaction SMILES: [BH4-:1].[CH3:37][OH:38].[Na+:2].[c:3]1(-[c:31]2[cH:32][cH:33][cH:34][cH:35][cH:36]2)[cH:4][cH:5][c:6]([CH2:9][CH2:10][C:11]([CH:12]([C:13](=[O:14])[O:15][C:16]([CH3:17])([CH3:18])[CH3:19])[CH2:20][CH2:21][O:22][Si:23]([CH3:24])([CH3:25])[C:26]([CH3:27])([CH3:28])[CH3:29])=[O:30])[cH:7][cH:8]1>>[c:3]1(-[c:31]2[cH:32][cH:33][cH:34][cH:35][cH:36]2)[cH:4][cH:5][c:6]([CH2:9][CH2:10][CH:11]([CH:12]([C:13](=[O:14])[O:15][C:16]([CH3:17])([CH3:18])[CH3:19])[CH2:20][CH2:21][O:22][Si:23]([CH3:24])([CH3:25])[C:26]([CH3:27])([CH3:28])[CH3:29])[OH:30])[cH:7][cH:8]1. Starting materials: OCCC=1C=C(C=O)C=CC1 (3-(2-Hydroxyethyl)benzaldehyde), N1C=NC=C1 (1H-imidazole), Cl[Si](C(C)C)(C(C)C)C(C)C (Chlorotriisopropylsilane). Solvent: CN(C=O)C (N,N-dimethylformamide), O (water). Conditions: temperature 0 celsius, time 3 hour. Yields the product C(C)(C)[Si](OCCC=1C=C(C=O)C=CC1)(C(C)C)C(C)C (3-(2-((Triisopropylsilyl)oxy)ethyl)benzaldehyde). The yield is 96.0%. RXN SMILES: Cl[Si:2]([CH:9]([CH3:11])[CH3:10])([CH:6]([CH3:8])[CH3:7])[CH:3]([CH3:5])[CH3:4].[OH:12][CH2:13][CH2:14][C:15]1[CH:16]=[C:17]([CH:20]=[CH:21][CH:22]=1)[CH:18]=[O:19].N1C=CN=C1>CN(C)C=O.O>[CH:3]([Si:2]([CH:9]([CH3:11])[CH3:10])([CH:6]([CH3:8])[CH3:7])[O:12][CH2:13][CH2:14][C:15]1[CH:16]=[C:17]([CH:20]=[CH:21][CH:22]=1)[CH:18]=[O:19])([CH3:5])[CH3:4]. Procedure details: Chlorotriisopropylsilane (0.640 g, 0.71 mL, 3.3 mmol) was added dropwise to a 0° C. cooled solution of 13 (0.450 g, 3.0 mmol) and 1H-imidazole (0.410 g, 6.0 mmol) in anhydrous N,N-dimethylformamide (10 mL). The reaction mixture was stirred at 0° C. for 3 h and then diluted with water. The resulting mixture was extracted with diethyl ether, and the combined organic layers were washed with brine, dried over magnesium sulfate, filtered and evaporated. The residue was purified by silica gel column c... The reactants are CCC(C(=O)[O-])C1CN=C(c2cc3cc(OC(F)(F)F)cc(NS(=O)(=O)c4cccs4)c3[nH]2)S1, CCO, [Na+], C1CCOC1, [OH-], O=C(O)CC(O)(CC(=O)O)C(=O)O. The product is O=C(O)CC1CN=C(c2cc3cc(OC(F)(F)F)cc(NS(=O)(=O)c4cccs4)c3[nH]2)S1. As a reaction SMILES: [CH2:1]([CH3:2])[CH:3]([C:4](=[O:5])[O-:6])[CH:7]1[CH2:8][N:9]=[C:10]([c:12]2[nH:13][c:14]3[c:15]([NH:26][S:27](=[O:28])(=[O:29])[c:30]4[s:31][cH:32][cH:33][cH:34]4)[cH:16][c:17]([O:21][C:22]([F:23])([F:24])[F:25])[cH:18][c:19]3[cH:20]2)[S:11]1.[CH3:55][CH2:56][OH:57].[Na+:36].[O:37]1[CH2:38][CH2:39][CH2:40][CH2:41]1.[OH-:35].[OH:42][C:43]([CH2:44][C:45]([C:46](=[O:47])[OH:48])([CH2:49][C:50](=[O:51])[OH:52])[OH:53])=[O:54]>>[CH2:3]([C:4](=[O:5])[OH:6])[CH:7]1[CH2:8][N:9]=[C:10]([c:12]2[nH:13][c:14]3[c:15]([NH:26][S:27](=[O:28])(=[O:29])[c:30]4[s:31][cH:32][cH:33][cH:34]4)[cH:16][c:17]([O:21][C:22]([F:23])([F:24])[F:25])[cH:18][c:19]3[cH:20]2)[S:11]1. Starting materials: BrCC1=CC=C(C=C1)OC(F)(F)F (1-(bromomethyl)-4-(trifluoromethoxy)benzene), [Zn] (zinc), BrCCBr (1,2-dibromoethane), Cl[Si](C)(C)C (chlorotrimethylsilane). Run in O1CCCC1 (tetrahydrofuran), O1CCCC1 (tetrahydrofuran). Reaction conditions: temperature 60 celsius, time 15 minute. Product: [Br-].FC(OC1=CC=C(C[Zn+])C=C1)(F)F ((4-(Trifluoromethoxy)benzyl)zinc(II) bromide). Reaction SMILES: [Zn:1].[Br:2]CCBr.Cl[Si](C)(C)C.Br[CH2:12][C:13]1[CH:18]=[CH:17][C:16]([O:19][C:20]([F:23])([F:22])[F:21])=[CH:15][CH:14]=1>O1CCCC1>[Br-:2].[F:21][C:20]([F:23])([F:22])[O:19][C:16]1[CH:17]=[CH:18][C:13]([CH2:12][Zn+:1])=[CH:14][CH:15]=1 |f:5.6|. Procedure details: In a dried flask was zinc powder (0.769 g, 11.76 mmol) suspended in anhydrous tetrahydrofuran (20 mL) under nitrogen. The resulting suspension was warmed to 60° C., then 1,2-dibromoethane (0.042 mL, 0.49 mmol) was added and stirred at that temperature for 15 min. It was cooled to room temperature, then chlorotrimethylsilane (0.050 mL, 0.39 mmol) was added and stirred at room temperature for 1 h. Then, 1-(bromomethyl)-4-(trifluoromethoxy)benzene (2.5 g, 9.80 mmol) in tetrahydrofuran (5 mL) was ad... Reactants: ClCCl, O=C(O)C(F)(F)F, CC(C)(C)OC(=O)N1CC2C=C(C(=O)c3ccco3)CC2C1. Yields the product O=C(O)C(F)(F)F, O=C(C1=CC2CNCC2C1)c1ccco1. As a reaction SMILES: [Cl:30][CH2:31][Cl:32].[F:23][C:24]([C:25](=[O:26])[OH:27])([F:28])[F:29].[o:1]1[c:2]([C:6](=[O:7])[C:8]2=[CH:9][CH:10]3[CH2:11][N:12]([C:16]([O:17][C:18]([CH3:19])([CH3:20])[CH3:21])=[O:22])[CH2:13][CH:14]3[CH2:15]2)[cH:3][cH:4][cH:5]1>>[F:23][C:24]([C:25](=[O:26])[OH:27])([F:28])[F:29].[o:1]1[c:2]([C:6](=[O:7])[C:8]2=[CH:9][CH:10]3[CH2:11][NH:12][CH2:13][CH:14]3[CH2:15]2)[cH:3][cH:4][cH:5]1. The reactants are C(N)(=O)C=1C=C(C=C2C=3C=CC(=CC3NC12)C(=O)O)C1=CC(=CC=C1)OC (8-carbamoyl-6-(3-methoxyphenyl)-9H-carbazole-2-carboxylic acid), N1CCOCC1 (morpholine), C(CCl)Cl (EDC), C=1C=CC2=C(C1)N=NN2O (HOBt), C(C)N(C(C)C)C(C)C (N-ethyl-N-isopropylpropan-2-amine). Solvent: CO (MeOH), C1CCOC1 (THF), C(Cl)Cl (CH2Cl2). Conditions: time 8 hour. Product: COC=1C=C(C=CC1)C=1C=C(C=2NC3=CC(=CC=C3C2C1)C(=O)N1CCOCC1)C(=O)N (3-(3-methoxyphenyl)-7-(4-morpholinylcarbonyl)-9H-carbazole-1-carboxamide). Reaction SMILES: [C:1]([C:4]1[CH:5]=[C:6]([C:20]2[CH:25]=[CH:24][CH:23]=[C:22]([O:26][CH3:27])[CH:21]=2)[CH:7]=[C:8]2[C:16]=1[NH:15][C:14]1[CH:13]=[C:12]([C:17](O)=[O:18])[CH:11]=[CH:10][C:9]2=1)(=[O:3])[NH2:2].[NH:28]1[CH2:33][CH2:32][O:31][CH2:30][CH2:29]1.C(Cl)CCl.C1C=CC2N(O)N=NC=2C=1.C(N(C(C)C)C(C)C)C>C1COCC1.C(Cl)Cl.CO>[CH3:27][O:26][C:22]1[CH:21]=[C:20]([C:6]2[CH:5]=[C:4]([C:1]([NH2:2])=[O:3])[C:16]3[NH:15][C:14]4[C:9]([C:8]=3[CH:7]=2)=[CH:10][CH:11]=[C:12]([C:17]([N:28]2[CH2:33][CH2:32][O:31][CH2:30][CH2:29]2)=[O:18])[CH:13]=4)[CH:25]=[CH:24][CH:23]=1. Reported procedure: A mixture of 8-carbamoyl-6-(3-methoxyphenyl)-9H-carbazole-2-carboxylic acid (36 mg, 0.100 mmol), morpholine (17 mg, 0.2 mmol), EDC (23 mg, 0.12 mmol), HOBt (18 mg, 0.12 mmol) and N-ethyl-N-isopropylpropan-2-amine (0.035 mL, 0.2 mmol) in a mixture of THF (5 mL) and CH2Cl2 (1 mL) was stirred at room temperature overnight. This was diluted with MeOH and the product was isolated by preparative HPLC (100×30 mm Luna C18 column, flow rate 42 ml permin, gradient elution starting with A:B=90:10 and endin...